Dataset: the Open Reaction Database (ORD), a public repository of structured organic reaction records. Task: describe an organic reaction: reactants, conditions, products, and yield Yields the product COC(=O)C(C)Oc1ccc(NC(=O)CCCCCO)cc1. As a reaction SMILES: [CH3:1][O:2][C:3]([CH:4]([CH3:5])[O:6][c:7]1[cH:8][cH:9][c:10]([NH:13][C:14]([CH2:15][CH2:16][CH2:17][CH2:18][CH2:19][O:20][CH2:21][c:22]2[cH:23][cH:24][cH:25][cH:26][cH:27]2)=[O:28])[cH:11][cH:12]1)=[O:29].[CH3:30][OH:31]>>[CH3:1][O:2][C:3]([CH:4]([CH3:5])[O:6][c:7]1[cH:8][cH:9][c:10]([NH:13][C:14]([CH2:15][CH2:16][CH2:17][CH2:18][CH2:19][OH:20])=[O:28])[cH:11][cH:12]1)=[O:29]. Starting materials: COC(=O)C(C)Oc1ccc(NC(=O)CCCCCOCc2ccccc2)cc1, CO. Reactants: Cl.C(C)OC(CN)=O (glycine ethyl ester hydrochloride), C(C)(C)N(C(C)C)CC (N,N-diisopropylethylamine), BrC(C(=O)C1=CC=C(C=C1)Cl)C (2-bromo-1-(4-chlorophenyl)propan-1-one). Run in C(C)#N (acetonitrile). Conditions: time 8 hour. Product: C(C)OC(CNC(C(=O)C1=CC=C(C=C1)Cl)C)=O (N-[2-(4-chlorophenyl)-1-methyl-2-oxoethyl]-glycine ethyl ester). Reaction SMILES: Br[CH:2]([CH3:12])[C:3]([C:5]1[CH:10]=[CH:9][C:8]([Cl:11])=[CH:7][CH:6]=1)=[O:4].Cl.[CH2:14]([O:16][C:17](=[O:20])[CH2:18][NH2:19])[CH3:15].C(N(CC)C(C)C)(C)C>C(#N)C>[CH2:14]([O:16][C:17](=[O:20])[CH2:18][NH:19][CH:2]([CH3:12])[C:3]([C:5]1[CH:10]=[CH:9][C:8]([Cl:11])=[CH:7][CH:6]=1)=[O:4])[CH3:15] |f:1.2|. Reported procedure: 200 mg (0.808 mmol) of 2-bromo-1-(4-chlorophenyl)propan-1-one from Example 112A are dissolved in 1 ml acetonitrile and treated with 226 mg (1.616 mmol) of glycine ethyl ester hydrochloride and 209 mg (1.616 mmol) of N,N-diisopropylethylamine. After stirring overnight at room temperature, the reaction mixture is evaporated and the residue is partitioned between water and dichloromethane. The organic phase is separated, dried over sodium sulphate and concentrated. The crude product is purified by ...